Dataset: the Open Reaction Database (ORD), a public repository of structured organic reaction records. Task: describe an organic reaction: reactants, conditions, products, and yield The reactants are COc1cc(OC)c(Cl)c(-c2ccc(C(=O)Nc3nccn3Cc3ccccc3)c3ncccc23)c1Cl, CO. Product: COc1cc(OC)c(Cl)c(-c2ccc(C(=O)Nc3ncc[nH]3)c3ncccc23)c1Cl. As a reaction SMILES: [CH2:1]([c:2]1[cH:3][cH:4][cH:5][cH:6][cH:7]1)[n:8]1[c:9]([NH:13][C:14](=[O:15])[c:16]2[cH:17][cH:18][c:19](-[c:26]3[c:27]([Cl:37])[c:28]([O:35][CH3:36])[cH:29][c:30]([O:33][CH3:34])[c:31]3[Cl:32])[c:20]3[cH:21][cH:22][cH:23][n:24][c:25]23)[n:10][cH:11][cH:12]1.[CH3:38][OH:39]>>[nH:8]1[c:9]([NH:13][C:14](=[O:15])[c:16]2[cH:17][cH:18][c:19](-[c:26]3[c:27]([Cl:37])[c:28]([O:35][CH3:36])[cH:29][c:30]([O:33][CH3:34])[c:31]3[Cl:32])[c:20]3[cH:21][cH:22][cH:23][n:24][c:25]23)[n:10][cH:11][cH:12]1. The reactants are N1C=C(C=2C1=NC=CC2)C=C2C(C(=C(O2)NC=2C=C1C=NNC1=CC2)C(=O)OCC)=O (Ethyl 5-[(1H-pyrrolo[2,3-b]pyridin-3-yl)methylene]-2-[(5-indazolyl)amino]-4-oxo-4,5-dihydrofuran-3-carboxylate), [OH-].[K+] (potassium hydroxide), Cl (hydrochloric acid). Run in C(C)O (ethanol). The product is N1C=C(C=2C1=NC=CC2)C=C2OC(=CC2=O)NC=2C=C1C=NNC1=CC2 (2-[(1H-Pyrrolo[2,3-b]pyridin-3-yl)methylene]-5-[(5-indazolyl)amino]furan-3(2H)-one). Yield: 8.8%. As a reaction SMILES: [NH:1]1[C:5]2=[N:6][CH:7]=[CH:8][CH:9]=[C:4]2[C:3]([CH:10]=[C:11]2[O:15][C:14]([NH:16][C:17]3[CH:18]=[C:19]4[C:23](=[CH:24][CH:25]=3)[NH:22][N:21]=[CH:20]4)=[C:13](C(OCC)=O)[C:12]2=[O:31])=[CH:2]1.[OH-].[K+].Cl>C(O)C>[NH:1]1[C:5]2=[N:6][CH:7]=[CH:8][CH:9]=[C:4]2[C:3]([CH:10]=[C:11]2[C:12](=[O:31])[CH:13]=[C:14]([NH:16][C:17]3[CH:18]=[C:19]4[C:23](=[CH:24][CH:25]=3)[NH:22][N:21]=[CH:20]4)[O:15]2)=[CH:2]1 |f:1.2|. Procedure: To a solution of the compound (0.14 g, 0.33 mmol) of Example 118 in ethanol (4.0 mL), 50% potassium hydroxide solution (2.2 mL, 0.039 mol) was added at ambient temperature. The mixture was refluxed for 2 h. Cooled to ambient temperature, 1M hydrochloric acid was added to adjust pH to acidic, and the solvent was removed under reduced pressure. The residue was purified by preparative HPLC to afford the titled compound as solid (0.010 g, y. 9%). Starting materials: CNC, CCO, c1ccc(Nc2ccnc(Nc3ccc(OCC4CO4)cc3)n2)cc1, CN(C)C=O. Yields the product CN(C)CC(O)COc1ccc(Nc2nccc(Nc3ccccc3)n2)cc1. As a reaction SMILES: [CH3:26][NH:27][CH3:28].[CH3:34][CH2:35][OH:36].[NH:1]([c:2]1[cH:3][cH:4][cH:5][cH:6][cH:7]1)[c:8]1[n:9][c:10]([NH:14][c:15]2[cH:16][cH:17][c:18]([O:21][CH2:22][CH:23]3[CH2:24][O:25]3)[cH:19][cH:20]2)[n:11][cH:12][cH:13]1.[O:29]=[CH:30][N:31]([CH3:32])[CH3:33]>>[NH:1]([c:2]1[cH:3][cH:4][cH:5][cH:6][cH:7]1)[c:8]1[n:9][c:10]([NH:14][c:15]2[cH:16][cH:17][c:18]([O:21][CH2:22][CH:23]([CH2:24][N:27]([CH3:26])[CH3:28])[OH:25])[cH:19][cH:20]2)[n:11][cH:12][cH:13]1. Starting materials: CCCN(CCC)C(=O)c1cc(C(=O)O)cc(-c2nc(C)co2)c1, ClCCCl, CN1CCOCC1, CN(C)C=O, Cl, Cl, CCc1cccc(CNCC(O)C(N)Cc2cc(F)cc(F)c2)c1, O, On1nnc2ccccc21. Product: CCCN(CCC)C(=O)c1cc(C(=O)NC(Cc2cc(F)cc(F)c2)C(O)CNCc2cccc(CC)c2)cc(-c2nc(C)co2)c1. Reaction SMILES: [CH2:1]([CH2:2][CH3:3])[N:4]([C:5](=[O:6])[c:7]1[cH:8][c:9]([C:10](=[O:11])[OH:12])[cH:13][c:14](-[c:16]2[o:17][cH:18][c:19]([CH3:21])[n:20]2)[cH:15]1)[CH2:22][CH2:23][CH3:24].[CH2:68]([Cl:69])[CH2:70][Cl:71].[CH3:61][N:62]1[CH2:63][CH2:64][O:65][CH2:66][CH2:67]1.[CH3:72][N:73]([CH3:74])[CH:75]=[O:76].[ClH:25].[ClH:26].[NH2:27][CH:28]([CH:29]([CH2:30][NH:31][CH2:32][c:33]1[cH:34][c:35]([CH2:39][CH3:40])[cH:36][cH:37][cH:38]1)[OH:41])[CH2:42][c:43]1[cH:44][c:45]([F:50])[cH:46][c:47]([F:49])[cH:48]1.[OH2:77].[OH:51][n:52]1[c:53]2[c:54]([cH:55][cH:56][cH:57][cH:58]2)[n:59][n:60]1>>[CH2:1]([CH2:2][CH3:3])[N:4]([C:5](=[O:6])[c:7]1[cH:8][c:9]([C:10](=[O:11])[NH:27][CH:28]([CH:29]([CH2:30][NH:31][CH2:32][c:33]2[cH:34][c:35]([CH2:39][CH3:40])[cH:36][cH:37][cH:38]2)[OH:41])[CH2:42][c:43]2[cH:44][c:45]([F:50])[cH:46][c:47]([F:49])[cH:48]2)[cH:13][c:14](-[c:16]2[o:17][cH:18][c:19]([CH3:21])[n:20]2)[cH:15]1)[CH2:22][CH2:23][CH3:24].